This data is from the Open Reaction Database (ORD), a public repository of structured organic reaction records. The task is: describe an organic reaction: reactants, conditions, products, and yield The reactants are C=CC(C)=C (isoprene), P(Cl)(Cl)Cl (phosphorus trichloride), P(Br)(Br)Br (phosphorus tribromide), C(CC(=O)C)(=O)OCC (ethyl acetoacetate). Product: CC(CCCC(C)=O)=C (6-methyl-6-hepten-2-one). RXN SMILES: P(Cl)(Cl)Cl.P(Br)(Br)Br.C(OCC)(=O)[CH2:10][C:11]([CH3:13])=[O:12].[CH2:18]=[CH:19][C:20](=[CH2:22])[CH3:21]>>[CH3:22][C:20](=[CH2:21])[CH2:19][CH2:18][CH2:10][C:11](=[O:12])[CH3:13]. Procedure details: 3,7,11-trimethyldodeca-1-yne-6,11-dien-3-ol can be obtained by halogenating 3-methyl-3-buten-1-ol, which is formed as a by-product in isoprene synthesis with phosphorus trichloride or phosphorus tribromide, reacting the halogenation product with ethyl acetoacetate to form 6-methyl-6-hepten-2-one, subjecting 6-methyl-6-hepten-2-one to ethynylation in the same manner as described above, thereafter subjecting the ethynylation product to partial hydrogenation in the presence of a Lindler catalyst, s... Starting materials: C(C)(C)(C)OC(=O)N[C@@H](CC(=O)OC(C)(C)C)CC1=C(C=C(C(=C1)F)F)F ((R)-t-butyl 3-(t-butoxycarbonylamino)-4-(2,4,5-trifluorophenyl)butanoate), FC(C(=O)O)(F)F (trifluoroacetic acid), Cl (hydrochloric acid). Solvent: C(Cl)Cl (methylene chloride). Reaction conditions: temperature 0 celsius, time 6 hour. Product: C(C)(C)(C)OC(=O)N[C@@H](CC(=O)O)CC1=C(C=C(C(=C1)F)F)F ((R)-3-(t-butoxycarbonylamino)-4-(2,4,5-trifluorophenyl)butanoic acid). The yield is 73.8%. Reaction SMILES: [C:1]([O:5][C:6]([NH:8][C@H:9]([CH2:18][C:19]1[CH:24]=[C:23]([F:25])[C:22]([F:26])=[CH:21][C:20]=1[F:27])[CH2:10][C:11]([O:13]C(C)(C)C)=[O:12])=[O:7])([CH3:4])([CH3:3])[CH3:2].FC(F)(F)C(O)=O.Cl>C(Cl)Cl>[C:1]([O:5][C:6]([NH:8][C@H:9]([CH2:18][C:19]1[CH:24]=[C:23]([F:25])[C:22]([F:26])=[CH:21][C:20]=1[F:27])[CH2:10][C:11]([OH:13])=[O:12])=[O:7])([CH3:4])([CH3:2])[CH3:3]. Procedure: 1.31 g of (R)-t-butyl 3-(t-butoxycarbonylamino)-4-(2,4,5-trifluorophenyl)butanoate, 16 mL of methylene chloride, and 16 mL of trifluoroacetic acid were added to 100 mL flask and the resulting reaction solution was stirred for 6 hours. After completing the reaction, the reaction solution was concentrated under reduced pressure and 16 mL of methanol was added to the concentrated residue. The reaction solution was cooled to 0° C., 2.82 g of sodium hydrogen carbonate and 0.77 mL of di-t-butyl dicarb... The product is CCOC(=O)N1CCc2[nH]c3c([N+](=O)[O-])cccc3c2C1. Starting materials: CCOC(=O)Cl, ClCCl, [K+], [K+], O=[N+]([O-])c1cccc2c3c([nH]c12)CCNC3, O=C([O-])[O-]. RXN SMILES: [CH2:17]([CH3:18])[O:19][C:20](=[O:21])[Cl:22].[Cl:23][CH2:24][Cl:25].[K+:26].[K+:27].[N+:1](=[O:2])([O-:3])[c:4]1[cH:5][cH:6][cH:7][c:8]2[c:9]3[c:10]([nH:11][c:12]12)[CH2:13][CH2:14][NH:15][CH2:16]3.[O-:28][C:29]([O-:30])=[O:31]>>[N+:1](=[O:2])([O-:3])[c:4]1[cH:5][cH:6][cH:7][c:8]2[c:9]3[c:10]([nH:11][c:12]12)[CH2:13][CH2:14][N:15]([C:20]([O:19][CH2:17][CH3:18])=[O:21])[CH2:16]3. Starting materials: COCC1(OC2=CC=C(C=C2C(=C1)N1C(C=CC=C1)=O)C(N)=O)C (2-methoxymethyl-2-methyl-4-(1,2-dihydro-2-oxo-1-pyridyl)-6-carbamoyl-3-chromene). Reagents/catalysts: [Pd] (Pd-C). Product: COCC1(OC2=CC=C(C=C2C(C1)N1C(C=CC=C1)=O)C(N)=O)C (2-methoxymethyl-2-methyl-4-(1,2-dihydro-2-oxo-1-pyridyl)-6-carbamoylchroman). As a reaction SMILES: [CH3:1][O:2][CH2:3][C:4]1([CH3:24])[CH:13]=[C:12]([N:14]2[CH:19]=[CH:18][CH:17]=[CH:16][C:15]2=[O:20])[C:11]2[C:6](=[CH:7][CH:8]=[C:9]([C:21](=[O:23])[NH2:22])[CH:10]=2)[O:5]1>[Pd]>[CH3:1][O:2][CH2:3][C:4]1([CH3:24])[CH2:13][CH:12]([N:14]2[CH:19]=[CH:18][CH:17]=[CH:16][C:15]2=[O:20])[C:11]2[C:6](=[CH:7][CH:8]=[C:9]([C:21](=[O:23])[NH2:22])[CH:10]=2)[O:5]1. Procedure: A solution of 4 g of 2-methoxymethyl-2-methyl-4-(1,2-dihydro-2-oxo-1-pyridyl)-6-carbamoyl-3-chromene is hydrogenated on 4 g of 20% Pd-C at 20° C. and 1 bar in 200 ml of methanol, the mixture is filtered, the filtrate is evaporated and 2-methoxymethyl-2-methyl-4-(1,2-dihydro-2-oxo-1-pyridyl)-6-carbamoylchroman is obtained, m.p. 177°-179° C. Starting materials: C(C)(C)(C)OC(=O)N1CCN(CC1)C(CN1N=C(N=C1C1=CC=C(C=C1)F)C1=CC=C(C=C1)F)=O (4-(2-(3,5-bis-(4-fluoro-phenyl)-(1,2,4)triazol-1-yl)-acetyl)-piperazine-1-carboxylic acid tert-butyl ester), C(C)(=O)O (acetic acid). Solvent: ClCCl (dichlormethane). Conditions: time 24 hour. Product: FC1=CC=C(C=C1)C1=NN(C(=N1)C1=CC=C(C=C1)F)CC(=O)N1CCNCC1 (2-(3,5-Bis-(4-fluoro-phenyl)-(1,2,4)triazol-1-yl)-1-piperazin-1-yl-ethanone). Yield: 93.6%. RXN SMILES: C(OC([N:8]1[CH2:13][CH2:12][N:11]([C:14](=[O:35])[CH2:15][N:16]2[C:20]([C:21]3[CH:26]=[CH:25][C:24]([F:27])=[CH:23][CH:22]=3)=[N:19][C:18]([C:28]3[CH:33]=[CH:32][C:31]([F:34])=[CH:30][CH:29]=3)=[N:17]2)[CH2:10][CH2:9]1)=O)(C)(C)C.C(O)(=O)C>ClCCl>[F:34][C:31]1[CH:30]=[CH:29][C:28]([C:18]2[N:19]=[C:20]([C:21]3[CH:22]=[CH:23][C:24]([F:27])=[CH:25][CH:26]=3)[N:16]([CH2:15][C:14]([N:11]3[CH2:10][CH2:9][NH:8][CH2:13][CH2:12]3)=[O:35])[N:17]=2)=[CH:33][CH:32]=1. Reported procedure: 3.1 g 4-(2-(3,5-bis-(4-fluoro-phenyl)-(1,2,4)triazol-1-yl)-acetyl)-piperazine-1-carboxylic acid tert-butyl ester was dissolved in 20 ml dichlormethane and 20 mL trifluor acetic acid was added. The reaction was stirred 24 h at RT and the solvent was evaporated. 10% potassiumcarbonate solution was added to the residue. The precipate was filtered and crystallized with a mixture of acetonitrile and isopropylether to give 2.3 g of the desired compound. (M+H)+: 384 The reactants are CC1(C)Cc2cc([N+](=O)[O-])ccc2O1, CC1(C)Cc2cccc([N+](=O)[O-])c2O1, CC(C)(C)[O-], CS(C)=O, [K+]. The product is CC(C)=Cc1cccc([N+](=O)[O-])c1O. As a reaction SMILES: [CH3:15][C:16]1([CH3:17])[CH2:18][c:19]2[cH:20][c:21]([N+:22]([O-:23])=[O:24])[cH:25][cH:26][c:27]2[O:28]1.[CH3:1][C:2]1([CH3:14])[O:3][c:4]2[c:5]([cH:7][cH:8][cH:9][c:10]2[N+:11](=[O:12])[O-:13])[CH2:6]1.[CH3:29][C:30]([CH3:31])([O-:32])[CH3:33].[CH3:35][S:36]([CH3:37])=[O:38].[K+:34]>>[CH3:1][C:2](=[CH:6][c:5]1[c:4]([OH:3])[c:10]([N+:11](=[O:12])[O-:13])[cH:9][cH:8][cH:7]1)[CH3:14]. Reactants: C1(=CC=CC=C1)NN (phenyl hydrazine), COC1=CC(=NC(=C1)OC1=CC(=CC=C1)C(F)(F)F)C(=O)O (4-methoxy-6-{3-(trifluoromethyl)phenoxy}-2-pyridine carboxylic acid), S(=O)(Cl)Cl (thionyl chloride), C1=CC=CC=C1 (benzene). Run in C(C)(=O)OCC (ethyl acetate), CN(C)C=O (DMF). Reaction conditions: time 1 hour. The product is C1(=CC=CC=C1)NNC(=O)C1=NC(=CC(=C1)OC)OC1=CC(=CC=C1)C(F)(F)F (N-(phenylamino)-4-methoxy-6-{3-(trifluoromethyl)phenoxy}-2-pyridine carboxamide). RXN SMILES: [CH3:1][O:2][C:3]1[CH:8]=[C:7]([O:9][C:10]2[CH:15]=[CH:14][CH:13]=[C:12]([C:16]([F:19])([F:18])[F:17])[CH:11]=2)[N:6]=[C:5]([C:20]([OH:22])=O)[CH:4]=1.S(Cl)(Cl)=O.C1C=CC=CC=1.[C:33]1([NH:39][NH2:40])[CH:38]=[CH:37][CH:36]=[CH:35][CH:34]=1>C(OCC)(=O)C.CN(C=O)C>[C:33]1([NH:39][NH:40][C:20]([C:5]2[CH:4]=[C:3]([O:2][CH3:1])[CH:8]=[C:7]([O:9][C:10]3[CH:15]=[CH:14][CH:13]=[C:12]([C:16]([F:17])([F:18])[F:19])[CH:11]=3)[N:6]=2)=[O:22])[CH:38]=[CH:37][CH:36]=[CH:35][CH:34]=1. Reported procedure: 0.4 g (0.00128 mol) of 4-methoxy-6-{3-(trifluoromethyl)phenoxy}-2-pyridine carboxylic acid was mixed with 0.3 g (0.00128×2.0 mol) of thionyl chloride and then with about 10 ml of benzene and a small amount of DMF, followed by treating the obtained mixture under reflux for about 30 minutes. The reaction solution was concentrated and mixed with methylene chloride and then with 0.34 g (0.00128×2.5 mol) of phenyl hydrazine, followed by stirring at room temperature for about one hour. The reaction so... Starting materials: NC1=CC=C(CC2=NC=3N(C(N(C(C3N2)=O)CC2=C(C=CC=C2)F)=O)CCCC)C=C1 (8-(4-amino-benzyl)-3-butyl-1-(2-fluoro-benzyl)-3,7-dihydro-purine-2,6-dione), ClC=1C=C(C=CC1)S(=O)(=O)Cl (3-chloro-benzenesulfonyl chloride). Yields the product C(CCC)N1C(N(C(C=2NC(=NC12)CC1=CC=C(C=C1)NS(=O)(=O)C1=CC(=CC=C1)Cl)=O)CC1=C(C=CC=C1)F)=O (N-{4-[3-Butyl-1-(2-fluoro-benzyl)-2,6-dioxo-2,3,6,7-tetrahydro-1H-purin-8-ylmethyl]-phenyl}-3-chloro-benzenesulfonamide). RXN SMILES: [NH2:1][C:2]1[CH:31]=[CH:30][C:5]([CH2:6][C:7]2[NH:15][C:14]3[C:13](=[O:16])[N:12]([CH2:17][C:18]4[CH:23]=[CH:22][CH:21]=[CH:20][C:19]=4[F:24])[C:11](=[O:25])[N:10]([CH2:26][CH2:27][CH2:28][CH3:29])[C:9]=3[N:8]=2)=[CH:4][CH:3]=1.[Cl:32][C:33]1[CH:34]=[C:35]([S:39](Cl)(=[O:41])=[O:40])[CH:36]=[CH:37][CH:38]=1>>[CH2:26]([N:10]1[C:9]2[N:8]=[C:7]([CH2:6][C:5]3[CH:4]=[CH:3][C:2]([NH:1][S:39]([C:35]4[CH:36]=[CH:37][CH:38]=[C:33]([Cl:32])[CH:34]=4)(=[O:41])=[O:40])=[CH:31][CH:30]=3)[NH:15][C:14]=2[C:13](=[O:16])[N:12]([CH2:17][C:18]2[CH:23]=[CH:22][CH:21]=[CH:20][C:19]=2[F:24])[C:11]1=[O:25])[CH2:27][CH2:28][CH3:29]. Reported procedure: Prepared from 8-(4-amino-benzyl)-3-butyl-1-(2-fluoro-benzyl)-3,7-dihydro-purine-2,6-dione and 3-chloro-benzenesulfonyl chloride. Purity (ELSD, based on MW=596.1)=90%. The reactants are CO, O=C(NCCNC(=O)C1CCCCN1c1nc2ccccc2o1)OCc1ccccc1. The product is NCCNC(=O)C1CCCCN1c1nc2ccccc2o1. RXN SMILES: [CH3:32][OH:33].[o:1]1[c:2]([N:10]2[CH:11]([C:16](=[O:17])[NH:18][CH2:19][CH2:20][NH:21][C:22](=[O:23])[O:24][CH2:25][c:26]3[cH:27][cH:28][cH:29][cH:30][cH:31]3)[CH2:12][CH2:13][CH2:14][CH2:15]2)[n:3][c:4]2[c:5]1[cH:6][cH:7][cH:8][cH:9]2>>[o:1]1[c:2]([N:10]2[CH:11]([C:16](=[O:17])[NH:18][CH2:19][CH2:20][NH2:21])[CH2:12][CH2:13][CH2:14][CH2:15]2)[n:3][c:4]2[c:5]1[cH:6][cH:7][cH:8][cH:9]2.